Dataset: the Open Reaction Database (ORD), a public repository of structured organic reaction records. Task: describe an organic reaction: reactants, conditions, products, and yield Starting materials: FC=1C=C(C=CC1O)CCC(=O)C=1SC(=CC1)C1=CC=C(C=C1)C(F)(F)F (3-(3-fluoro-4-hydroxyphenyl)-1-(5-(4-(trifluoromethyl)phenyl)thien-2-yl)propan-1-one), BrC(C(=O)OC(C)(C)C)(C)C (tert-butyl bromoisobutyrate). Product: FC1=C(OC(C(=O)OC(C)(C)C)(C)C)C=CC(=C1)CCC(C=1SC(=CC1)C1=CC=C(C=C1)C(F)(F)F)=O (Tert-butyl 2-(2-fluoro-4-(3-oxo-3-(5-(4-(trifluoromethyl)phenyl)thien-2-yl)propyl)phenoxy)-2-methylpropanoate). As a reaction SMILES: [F:1][C:2]1[CH:3]=[C:4]([CH2:9][CH2:10][C:11]([C:13]2[S:14][C:15]([C:18]3[CH:23]=[CH:22][C:21]([C:24]([F:27])([F:26])[F:25])=[CH:20][CH:19]=3)=[CH:16][CH:17]=2)=[O:12])[CH:5]=[CH:6][C:7]=1[OH:8].Br[C:29]([CH3:38])([CH3:37])[C:30]([O:32][C:33]([CH3:36])([CH3:35])[CH3:34])=[O:31]>>[F:1][C:2]1[CH:3]=[C:4]([CH2:9][CH2:10][C:11](=[O:12])[C:13]2[S:14][C:15]([C:18]3[CH:23]=[CH:22][C:21]([C:24]([F:27])([F:25])[F:26])=[CH:20][CH:19]=3)=[CH:16][CH:17]=2)[CH:5]=[CH:6][C:7]=1[O:8][C:29]([CH3:38])([CH3:37])[C:30]([O:32][C:33]([CH3:36])([CH3:35])[CH3:34])=[O:31]. Procedure details: Tert-butyl 2-(2-fluoro-4-(3-oxo-3-(5-(4-(trifluoromethyl)phenyl)thien-2-yl)propyl)phenoxy)-2-methylpropanoate is prepared from 3-(3-fluoro-4-hydroxyphenyl)-1-(5-(4-(trifluoromethyl)phenyl)thien-2-yl)propan-1-one and tert-butyl bromoisobutyrate according to general procedure D.